This data is from the Open Reaction Database (ORD), a public repository of structured organic reaction records. The task is: describe an organic reaction: reactants, conditions, products, and yield Product: O=C(O)c1nccc2cc(Oc3ccnc(NC(=O)C4CC4)c3)ccc12. RXN SMILES: [C:30](=[O:31])([O-:32])[O-:33].[CH3:36][S:37]([CH3:38])=[O:39].[K+:34].[K+:35].[N+:1]([O-:2])(=[O:3])[c:4]1[cH:5][c:6]([NH:10][C:11](=[O:12])[CH:13]2[CH2:14][CH2:15]2)[n:7][cH:8][cH:9]1.[OH:16][c:17]1[cH:18][c:19]2[cH:20][cH:21][n:22][c:23]([C:27](=[O:28])[OH:29])[c:24]2[cH:25][cH:26]1>>[c:4]1([O:16][c:17]2[cH:18][c:19]3[cH:20][cH:21][n:22][c:23]([C:27](=[O:28])[OH:29])[c:24]3[cH:25][cH:26]2)[cH:5][c:6]([NH:10][C:11](=[O:12])[CH:13]2[CH2:14][CH2:15]2)[n:7][cH:8][cH:9]1. The reactants are O=C([O-])[O-], CS(C)=O, [K+], [K+], O=C(Nc1cc([N+](=O)[O-])ccn1)C1CC1, O=C(O)c1nccc2cc(O)ccc12. Starting materials: C(C1=CC=CC=C1)OC=1C=2N(C=CC1)C(=C(N2)C)C(=O)OCC (ethyl 8-(benzyloxy)-2-methylimidazo[1,2-a]pyridine-3-carboxylate), [H][H] (hydrogen). The reagents and catalysts are [Pd].[C] (Pd carbon). Run in C(C)(=O)OCC (ethyl acetate). The product is OC=1C=2N(C=CC1)C(=C(N2)C)C(=O)OCC (Ethyl 8-hydroxy-2-methylimidazo[1,2-a]pyridine-3-carboxylate). RXN SMILES: C([O:8][C:9]1[C:10]2[N:11]([C:15]([C:19]([O:21][CH2:22][CH3:23])=[O:20])=[C:16]([CH3:18])[N:17]=2)[CH:12]=[CH:13][CH:14]=1)C1C=CC=CC=1.[H][H]>C(OCC)(=O)C.[Pd].[C]>[OH:8][C:9]1[C:10]2[N:11]([C:15]([C:19]([O:21][CH2:22][CH3:23])=[O:20])=[C:16]([CH3:18])[N:17]=2)[CH:12]=[CH:13][CH:14]=1 |f:3.4|. Reported procedure: 31.45 g (101.3 mmol) of ethyl 8-(benzyloxy)-2-methylimidazo[1,2-a]pyridine-3-carboxylate were dissolved in 21 of ethyl acetate, 3.15 g of 10% Pd/carbon were added and the mixture was stirred at RT and atmospheric pressure with hydrogen for 5 h. The mixture was filtered through kieselguhr, the filter cake was washed thoroughly with ethyl acetate/methanol and the filtrate was evaporated to dryness. This gave 21.94 g of the target compound (98% of theory, purity 99%). Starting materials: C1(NC(C2=CC=CC=C12)=N)=C1NC(C2=CC=CC=C12)=N ([1,1′]biisoindolylidene-3,3′-diimine), CN1C(=O)N(C(=O)CC1=O)C (1,3-dimethyl-barbituric acid). Run in CN1CCCC1=O (NMP), C(C)(=O)O (acetic acid). Product: CN1C(N(C(C(C1=O)=C1NC(C2=CC=CC=C12)=C1NC(C2=CC=CC=C12)=C1C(N(C(N(C1=O)C)=O)C)=O)=O)C)=O (3,3′-Bis(1,3-dimethyl-2,4,6-trioxotetrahydropyrimidin-5-ylidene)-[1,1′]biisoindolylidene). Reaction SMILES: [C:1]1(=[C:11]2[C:19]3[C:14](=[CH:15][CH:16]=[CH:17][CH:18]=3)[C:13](=N)[NH:12]2)[C:9]2[C:4](=[CH:5][CH:6]=[CH:7][CH:8]=2)[C:3](=N)[NH:2]1.[CH3:21][N:22]1[C:29](=[O:30])[CH2:28][C:26](=[O:27])[N:25]([CH3:31])[C:23]1=[O:24]>CN1C(=O)CCC1.C(O)(=O)C>[CH3:31][N:25]1[C:26](=[O:27])[C:28](=[C:13]2[C:14]3[C:19](=[CH:18][CH:17]=[CH:16][CH:15]=3)[C:11](=[C:1]3[C:9]4[C:4](=[CH:5][CH:6]=[CH:7][CH:8]=4)[C:3](=[C:28]4[C:29](=[O:30])[N:22]([CH3:21])[C:23](=[O:24])[N:25]([CH3:31])[C:26]4=[O:27])[NH:2]3)[NH:12]2)[C:29](=[O:30])[N:22]([CH3:21])[C:23]1=[O:24]. Reported procedure: 10 g of [1,1′]biisoindolylidene-3,3′-diimine and 18.1 g of 1,3-dimethyl-barbituric acid are stirred in a mixture of 160 ml of NMP and 40 ml of glacial acetic acid at reflux for 5 hours. After cooling to room temperature the suspension is filtered and the filter product is washed with ethanol and then water and dried at 60° C. This gives 14.5 g (70%) of a virtually black powder of a compound of the following formula